This data is from the Open Reaction Database (ORD), a public repository of structured organic reaction records. The task is: describe an organic reaction: reactants, conditions, products, and yield The reactants are ClC1=C2C(=C(N=N1)N1[C@@H](CN(CC1)C(=O)C1=CC=CC=C1)C)N=CC=C2 ((R)-(4-(5-chloropyrido[2,3-d]pyridazin-8-yl)-3-methylpiperazin-1-yl)(phenyl)methanone), ClC1=CC(=C(C=C1)B(O)O)F (4-chloro-2-fluorophenylboronic acid), C([O-])([O-])=O.[Na+].[Na+] (sodium carbonate). The reagents and catalysts are C=1C=CC(=CC1)[P](C=2C=CC=CC2)(C=3C=CC=CC3)[Pd]([P](C=4C=CC=CC4)(C=5C=CC=CC5)C=6C=CC=CC6)([P](C=7C=CC=CC7)(C=8C=CC=CC8)C=9C=CC=CC9)[P](C=1C=CC=CC1)(C=1C=CC=CC1)C=1C=CC=CC1 (tetrakis(triphenylphosphine)palladium). The product is ClC1=CC(=C(C=C1)C1=C2C(=C(N=N1)N1[C@@H](CN(CC1)C(=O)C1=CC=CC=C1)C)N=CC=C2)F (((R)-4-(5-(4-chloro-2-fluorophenyl)pyrido[2,3-d]pyridazin-8-yl)-3-methylpiperazin-1-yl)(phenyl)methanone). RXN SMILES: Cl[C:2]1[N:7]=[N:6][C:5]([N:8]2[CH2:13][CH2:12][N:11]([C:14]([C:16]3[CH:21]=[CH:20][CH:19]=[CH:18][CH:17]=3)=[O:15])[CH2:10][C@H:9]2[CH3:22])=[C:4]2[N:23]=[CH:24][CH:25]=[CH:26][C:3]=12.[Cl:27][C:28]1[CH:33]=[CH:32][C:31](B(O)O)=[C:30]([F:37])[CH:29]=1.C(=O)([O-])[O-].[Na+].[Na+]>C1C=CC([P]([Pd]([P](C2C=CC=CC=2)(C2C=CC=CC=2)C2C=CC=CC=2)([P](C2C=CC=CC=2)(C2C=CC=CC=2)C2C=CC=CC=2)[P](C2C=CC=CC=2)(C2C=CC=CC=2)C2C=CC=CC=2)(C2C=CC=CC=2)C2C=CC=CC=2)=CC=1>[Cl:27][C:28]1[CH:33]=[CH:32][C:31]([C:2]2[N:7]=[N:6][C:5]([N:8]3[CH2:13][CH2:12][N:11]([C:14]([C:16]4[CH:17]=[CH:18][CH:19]=[CH:20][CH:21]=4)=[O:15])[CH2:10][C@H:9]3[CH3:22])=[C:4]3[N:23]=[CH:24][CH:25]=[CH:26][C:3]=23)=[C:30]([F:37])[CH:29]=1 |f:2.3.4,^1:47,49,68,87|. Procedure details: Using methods described in Example 6, and starting with (R)-(4-(5-chloropyrido[2,3-d]pyridazin-8-yl)-3-methylpiperazin-1-yl)(phenyl)methanone 79 (180 mg, 489 μmol), 4-chloro-2-fluorophenylboronic acid (128 mg, 734 μmol), tetrakis(triphenylphosphine)palladium (28 mg, 24 μmol), and 2 M sodium carbonate (489 μl, 979 μmol) afforded ((R)-4-(5-(4-chloro-2-fluorophenyl)pyrido[2,3-d]pyridazin-8-yl)-3-methylpiperazin-1-yl)(phenyl)methanone 83 after chromatographic purification. MS 461.1 (calc'd) 462.1 (M... The reactants are COc1cc2c(cc1OC)CN(c1ccc(C(=O)[O-])cn1)CC2, NO, [Na+], C1COCCO1, [OH-]. Product: COc1cc2c(cc1OC)CN(c1ccc(C(=O)NO)cn1)CC2. RXN SMILES: [CH3:1][O:2][c:3]1[cH:4][c:5]2[c:10]([cH:11][c:12]1[O:13][CH3:14])[CH2:9][N:8]([c:15]1[n:16][cH:17][c:18]([C:19](=[O:20])[O-:21])[cH:22][cH:23]1)[CH2:7][CH2:6]2.[NH2:24][OH:25].[Na+:27].[O:28]1[CH2:29][CH2:30][O:31][CH2:32][CH2:33]1.[OH-:26]>>[CH3:1][O:2][c:3]1[cH:4][c:5]2[c:10]([cH:11][c:12]1[O:13][CH3:14])[CH2:9][N:8]([c:15]1[n:16][cH:17][c:18]([C:19](=[O:21])[NH:24][OH:25])[cH:22][cH:23]1)[CH2:7][CH2:6]2. The reactants are C(C)(C)(C)OC(C(C)(C)SC1=CC=2CCC(CC2C=C1Cl)NCC)=O (2-(3-chloro-6-ethylamino-5,6,7,8-tetrahydro-naphthalen-2-ylsulfanyl)-2-methyl-propionic acid tert-butyl ester), ClC(=O)OC1=CC=C(C=C1)C (p-tolyl chloroformate). Run in C(Cl)Cl (CH2Cl2). Run at time 6 day. The product is C(C)(C)(C)OC(C(C)(C)SC1=CC=2CCC(CC2C=C1Cl)N(C(=O)OC1=CC=C(C=C1)C)CC)=O (2-[3-chloro-6-(ethyl-p-tolyloxycarbonyl-amino)-5,6,7,8-tetrahydro-naphthalen-2-ylsulfanyl]-2-methyl-propionic acid tert-butyl ester). Yield: 29.0%. Reaction SMILES: [C:1]([O:5][C:6](=[O:25])[C:7]([S:10][C:11]1[C:20]([Cl:21])=[CH:19][C:18]2[CH2:17][CH:16]([NH:22][CH2:23][CH3:24])[CH2:15][CH2:14][C:13]=2[CH:12]=1)([CH3:9])[CH3:8])([CH3:4])([CH3:3])[CH3:2].Cl[C:27]([O:29][C:30]1[CH:35]=[CH:34][C:33]([CH3:36])=[CH:32][CH:31]=1)=[O:28]>C(Cl)Cl>[C:1]([O:5][C:6](=[O:25])[C:7]([S:10][C:11]1[C:20]([Cl:21])=[CH:19][C:18]2[CH2:17][CH:16]([N:22]([CH2:23][CH3:24])[C:27]([O:29][C:30]3[CH:35]=[CH:34][C:33]([CH3:36])=[CH:32][CH:31]=3)=[O:28])[CH2:15][CH2:14][C:13]=2[CH:12]=1)([CH3:9])[CH3:8])([CH3:2])([CH3:3])[CH3:4]. Procedure: To a mixture of 2-(3-chloro-6-ethylamino-5,6,7,8-tetrahydro-naphthalen-2-ylsulfanyl)-2-methyl-propionic acid tert-butyl ester and borane complex (80 mg; 201 μmol), dissolved in CH2Cl2 (2 mL), at 0° C. is added p-tolyl chloroformate (35 μL; 241 μmol). The reaction was slowly warmed to RT and allowed to stir at RT for 6 days. The solvent was removed under reduced pressure and the crude residue was purified by flash chromatography (SiO2) eluting with a hexanes-EtOAc gradient to afford 30 mg (29%) o... Starting materials: NC1=CC(CCC1)=O (3-aminocyclohex-2-en-1-one), ClCCCCCC(C(C(C)=O)=CC1=CC(=CC=C1)[N+](=O)[O-])=O (1-chloro-7-(3-nitrophenyl-methylene)-nonane-6,8-dione). The solvent is CO (methanol). Product: ClCCCCCC(=O)C1=C(NC=2CCCC(C2C1C1=CC(=CC=C1)[N+](=O)[O-])=O)C (3-(6--Chlorohexanoyl)-1,4,5,6,7,8-hexahydro-2-methyl-4-(3-nitrophenyl)-5-oxo-quinoline). As a reaction SMILES: [NH2:1][C:2]1[CH2:7][CH2:6][CH2:5][C:4](=[O:8])[CH:3]=1.[Cl:9][CH2:10][CH2:11][CH2:12][CH2:13][CH2:14][C:15](=[O:30])[C:16](=[CH:20][C:21]1[CH:26]=[CH:25][CH:24]=[C:23]([N+:27]([O-:29])=[O:28])[CH:22]=1)[C:17](=O)[CH3:18]>CO>[Cl:9][CH2:10][CH2:11][CH2:12][CH2:13][CH2:14][C:15]([C:16]1[CH:20]([C:21]2[CH:26]=[CH:25][CH:24]=[C:23]([N+:27]([O-:29])=[O:28])[CH:22]=2)[C:3]2[C:4](=[O:8])[CH2:5][CH2:6][CH2:7][C:2]=2[NH:1][C:17]=1[CH3:18])=[O:30]. Reported procedure: 37 g (0.33 mol) 3-aminocyclohex-2-en-1-one and 42 g (0.13 mol) 1-chloro-7-(3-nitrophenyl-methylene)-nonane-6,8-dione are boiled under reflux in 400 ml methanol for 38 h. The mixture is concentrated and the residue is chromatographed with toluene/acetone=8/2. The title compound is obtained as a yellow oil. Yield: 18 g (34%). Starting materials: Cl.CN1CCN(CC1)C1=NC(=NC(=C1)C1=CC=C2CCNCC2=C1)N (4-(4-methylpiperazin-1-yl)-6-(1,2,3,4-tetrahydroisoquinolin-7-yl)pyrimidin-2-amine HCl salt), BrC1=NC=C(C#N)C=C1 (6-bromonicotinonitrile). Product: NC1=NC(=CC(=N1)C1=CC=C2CCN(CC2=C1)C1=NC=C(C#N)C=C1)N1CCN(CC1)C (6-{7-[2-Amino-6-(4-methylpiperazin-1-yl)pyrimidin-4-yl]-3,4-dihydroisoquinolin-2(1H)-yl}nicotinonitrile). As a reaction SMILES: Cl.[CH3:2][N:3]1[CH2:8][CH2:7][N:6]([C:9]2[CH:14]=[C:13]([C:15]3[CH:24]=[C:23]4[C:18]([CH2:19][CH2:20][NH:21][CH2:22]4)=[CH:17][CH:16]=3)[N:12]=[C:11]([NH2:25])[N:10]=2)[CH2:5][CH2:4]1.Br[C:27]1[CH:34]=[CH:33][C:30]([C:31]#[N:32])=[CH:29][N:28]=1>>[NH2:25][C:11]1[N:12]=[C:13]([C:15]2[CH:24]=[C:23]3[C:18]([CH2:19][CH2:20][N:21]([C:27]4[CH:34]=[CH:33][C:30]([C:31]#[N:32])=[CH:29][N:28]=4)[CH2:22]3)=[CH:17][CH:16]=2)[CH:14]=[C:9]([N:6]2[CH2:5][CH2:4][N:3]([CH3:2])[CH2:8][CH2:7]2)[N:10]=1 |f:0.1|. Procedure: This compound was prepared from 4-(4-methylpiperazin-1-yl)-6-(1,2,3,4-tetrahydroisoquinolin-7-yl)pyrimidin-2-amine HCl salt and 6-bromonicotinonitrile using procedures analogous to those for Example 14. Analytic LCMS (M+H)+: m/z=427.4. Reactants: [Al+3], COC(=O)c1ccc2c(c1)C(=CCCl)c1ccccc1CO2, [H-], [H-], [H-], [H-], [Li+], C1CCOC1, c1ccncc1. Product: COC(=O)c1ccc2c(c1)C(=CCc1cccnc1)c1ccccc1CO2. RXN SMILES: [Al+3:8].[Cl:13][CH2:14][CH:15]=[C:16]1[c:17]2[c:18]([cH:27][cH:28][c:29]([C:31](=[O:32])[O:33][CH3:34])[cH:30]2)[O:19][CH2:20][c:21]2[c:22]1[cH:23][cH:24][cH:25][cH:26]2.[H-:10].[H-:11].[H-:12].[H-:7].[Li+:9].[O:35]1[CH2:36][CH2:37][CH2:38][CH2:39]1.[cH:1]1[cH:2][cH:3][n:4][cH:5][cH:6]1>>[cH:1]1[c:2]([CH2:14][CH:15]=[C:16]2[c:17]3[c:18]([cH:27][cH:28][c:29]([C:31](=[O:32])[O:33][CH3:34])[cH:30]3)[O:19][CH2:20][c:21]3[c:22]2[cH:23][cH:24][cH:25][cH:26]3)[cH:3][n:4][cH:5][cH:6]1. Starting materials: [Cl-].[Na+] (sodium chloride), NC1=CC=C(C(=O)NCC(=O)OCC)C=C1 (ethyl 4-aminobenzamidoacetate), [Na] (sodium), sodium methylene, Cl.NO (hydroxylamine hydrochloride). The solvent is CO (methanol), CO (methanol). Product: Cl.NC1=CC=C(C(=O)NCC(=O)NO)C=C1 (4-Amino-benzamido-acetohydroxamic acid hydrochloride). The yield is 72.0%. Reaction SMILES: [Na].[ClH:2].[NH2:3][OH:4].[Cl-].[Na+].[NH2:7][C:8]1[CH:22]=[CH:21][C:11]([C:12]([NH:14][CH2:15][C:16](OCC)=[O:17])=[O:13])=[CH:10][CH:9]=1>CO>[ClH:2].[NH2:7][C:8]1[CH:22]=[CH:21][C:11]([C:12]([NH:14][CH2:15][C:16]([NH:3][OH:4])=[O:17])=[O:13])=[CH:10][CH:9]=1 |f:1.2,3.4,7.8,^1:0|. Procedure: 5.75 g (0.25 gram atom) of sodium are added in small pieces to 150 ml of anhydrous methanol, and this cold solution of sodium methylene is then poured into a solution of 10.5 g (0.15 mol) of hydroxylamine hydrochloride in 100 ml of anhydrous methanol. The mixture is stirred for half an hour in the cold, the sodium chloride precipitate is filtered off and 22.2 g (0.1 mol) of ethyl 4-aminobenzamidoacetate are added to the filtrate; after leaving the reactants in contact overnight, the mixture is e... Reactants: CCOC(=O)c1cnc(C(C)C)cc1NCCCOC, CCO, Cl, [Na+], [OH-]. Product: COCCCNc1cc(C(C)C)ncc1C(=O)O. Reaction SMILES: [CH3:1][O:2][CH2:3][CH2:4][CH2:5][NH:6][c:7]1[c:8]([C:16](=[O:17])[O:18][CH2:19][CH3:20])[cH:9][n:10][c:11]([CH:13]([CH3:14])[CH3:15])[cH:12]1.[CH3:24][CH2:25][OH:26].[ClH:23].[Na+:22].[OH-:21]>>[CH3:1][O:2][CH2:3][CH2:4][CH2:5][NH:6][c:7]1[c:8]([C:16](=[O:17])[OH:18])[cH:9][n:10][c:11]([CH:13]([CH3:14])[CH3:15])[cH:12]1.